This data is from the Open Reaction Database (ORD), a public repository of structured organic reaction records. The task is: describe an organic reaction: reactants, conditions, products, and yield Starting materials: C(C)(C)(C)OC(CC1=CC(=CC=C1)[N+](=O)[O-])=O (3-nitrophenylacetic acid t-butyl ester), BrCCBr (1,2-dibromoethane). Product: 1b, [N+](=O)([O-])C=1C=C(C=CC1)C1(CC1)C(=O)O (1-(3-nitrophenyl)cyclopropanecarboxylic acid). RXN SMILES: C([O:5][C:6](=[O:17])[CH2:7][C:8]1[CH:13]=[CH:12][CH:11]=[C:10]([N+:14]([O-:16])=[O:15])[CH:9]=1)(C)(C)C.Br[CH2:19][CH2:20]Br>>[N+:14]([C:10]1[CH:9]=[C:8]([C:7]2([C:6]([OH:5])=[O:17])[CH2:20][CH2:19]2)[CH:13]=[CH:12][CH:11]=1)([O-:16])=[O:15]. Procedure details: Using 3-nitrophenylacetic acid t-butyl ester as a starting material and also using 1,2-dibromoethane (1 eq.) as a reagent, the same procedures of Examples 1a and 1b gave 1-(3-nitrophenyl)cyclopropanecarboxylic acid.